This data is from the Open Reaction Database (ORD), a public repository of structured organic reaction records. The task is: describe an organic reaction: reactants, conditions, products, and yield The yield is 10.0%. Solvent: C1CCOC1.O.CO (THF H2O MeOH). Starting materials: CC(=O)O (AcOH), CN(CC(C(=O)OC)C1=CSC=C1)C (methyl 3-(dimethylamino)-2-(thiophen-3-yl)propanoate), [Li+].[OH-] (LiOH), O (H2O). Run at time 12 hour. Reaction SMILES: [CH3:1][N:2]([CH3:14])[CH2:3][CH:4]([C:9]1[CH:13]=[CH:12][S:11][CH:10]=1)[C:5]([O:7]C)=[O:6].[Li+].[OH-].O.CC(O)=O>C1COCC1.O.CO>[CH3:14][N:2]([CH3:1])[CH2:3][CH:4]([C:9]1[CH:13]=[CH:12][S:11][CH:10]=1)[C:5]([OH:7])=[O:6] |f:1.2,5.6.7|. Product: NH3— MeOH EtOH, CN(CC(C(=O)O)C1=CSC=C1)C (3-(dimethylamino)-2-(thiophen-3-yl)propanoic acid). Procedure details: To methyl 3-(dimethylamino)-2-(thiophen-3-yl)propanoate (E42) in THF/H2O/MeOH was added LiOH*H2O, and the solution was stirred for 12 hours. AcOH was added and the solvents were evaporated. Column chromatography (SiO2, 10-15% 2M NH3— MeOH/EtOH) gave pure 3-(dimethylamino)-2-(thiophen-3-yl)propanoic acid (E43).